This data is from the Open Reaction Database (ORD), a public repository of structured organic reaction records. The task is: describe an organic reaction: reactants, conditions, products, and yield Starting materials: [BH3-]C#N, COc1cc2c(cc1OC)CC(=O)N(CCCNCCCNc1cc(Br)c(N)c(Br)c1)CC2, [Na+]. Product: COc1cc2c(cc1OC)CC(=O)N(CCCN(C)CCCNc1cc(Br)c(N)c(Br)c1)CC2. RXN SMILES: [C:34]([BH3-:35])#[N:36].[CH3:1][O:2][c:3]1[cH:4][c:5]2[c:6]([cH:30][c:31]1[O:32][CH3:33])[CH2:7][C:8](=[O:29])[N:9]([CH2:12][CH2:13][CH2:14][NH:15][CH2:16][CH2:17][CH2:18][NH:19][c:20]1[cH:21][c:22]([Br:28])[c:23]([NH2:27])[c:24]([Br:26])[cH:25]1)[CH2:10][CH2:11]2.[Na+:37]>>[CH3:1][O:2][c:3]1[cH:4][c:5]2[c:6]([cH:30][c:31]1[O:32][CH3:33])[CH2:7][C:8](=[O:29])[N:9]([CH2:12][CH2:13][CH2:14][N:15]([CH2:16][CH2:17][CH2:18][NH:19][c:20]1[cH:21][c:22]([Br:28])[c:23]([NH2:27])[c:24]([Br:26])[cH:25]1)[CH3:34])[CH2:10][CH2:11]2. The reactants are CC1=NC=CC(=C1)C(CC(C1=C(C=CC=C1)C)C1=CC=C(C=C1)C#CCCC(=O)O)=O (5-{4-[3-(2-methyl-pyridin-4-yl)-3-oxo-1-o-tolyl-propyl]-phenyl}-pent-4-ynoic acid), Cl.NO (hydroxylamine hydrochloride), C(=O)(O)[O-].[Na+] (NaHCO3). The product is ON=C(CC(C1=C(C=CC=C1)C)C1=CC=C(C=C1)C#CCCC(=O)O)C1=CC(=NC=C1)C (5-{4-[3-[Hydroxyimino]-3-(2-methyl-pyridin-4-yl)-1-o-tolyl-propyl]-phenyl}-pent-4-ynoic acid). RXN SMILES: [CH3:1][C:2]1[CH:7]=[C:6]([C:8](=O)[CH2:9][CH:10]([C:18]2[CH:23]=[CH:22][C:21]([C:24]#[C:25][CH2:26][CH2:27][C:28]([OH:30])=[O:29])=[CH:20][CH:19]=2)[C:11]2[CH:16]=[CH:15][CH:14]=[CH:13][C:12]=2[CH3:17])[CH:5]=[CH:4][N:3]=1.Cl.[NH2:33][OH:34].C([O-])(O)=O.[Na+]>>[OH:34][N:33]=[C:8]([C:6]1[CH:5]=[CH:4][N:3]=[C:2]([CH3:1])[CH:7]=1)[CH2:9][CH:10]([C:18]1[CH:23]=[CH:22][C:21]([C:24]#[C:25][CH2:26][CH2:27][C:28]([OH:30])=[O:29])=[CH:20][CH:19]=1)[C:11]1[CH:16]=[CH:15][CH:14]=[CH:13][C:12]=1[CH3:17] |f:1.2,3.4|. Procedure details: In analogy to example 74, step 7, from 5-{4-[3-(2-methyl-pyridin-4-yl)-3-oxo-1-o-tolyl-propyl]-phenyl}-pent-4-ynoic acid and hydroxylamine hydrochloride in the presence of NaHCO3 was prepared the title compound as a mixture of E and Z isomers (4.2:1) as a colorless oil, MS (ESI−): m/z=425.1862 ([M−H]−).